From a dataset of the Open Reaction Database (ORD), a public repository of structured organic reaction records. describe an organic reaction: reactants, conditions, products, and yield Starting materials: C(C)(=O)O[C@@H]1[C@H]([C@H](O[C@@H]([C@@H]1OC(C)=O)COC(C)=O)Br)N=[N+]=[N-] (3,4,6-Tri-O-acetyl-2-azido-2-deoxy-α-D-galactopyranosyl bromide), C[Si](CCO)(C)C (2-(trimethylsilyl)-ethanol). The reagents and catalysts are [Si]([O-])([O-])([O-])[O-].[Ag+].[Ag+].[Ag+].[Ag+] (Silver silicate). Run in C(Cl)Cl (CH2Cl2). Conditions: time 20 minute. The product is C(C)(=O)O[C@@H]1[C@H]([C@H](OCC[Si](C)(C)C)O[C@@H]([C@@H]1OC(C)=O)COC(C)=O)N=[N+]=[N-] (2-(Trimethylsilyl)ethyl 3,4,6-tri-O-acetyl-2-azido-2-deoxy-β-D-galactopyranoside). The yield is 77.9%. As a reaction SMILES: [C:1]([O:4][C@H:5]1[C@@H:10]([O:11][C:12](=[O:14])[CH3:13])[C@@H:9]([CH2:15][O:16][C:17](=[O:19])[CH3:18])[O:8][C@H:7](Br)[C@@H:6]1[N:21]=[N+:22]=[N-:23])(=[O:3])[CH3:2].[CH3:24][Si:25]([CH3:30])([CH3:29])[CH2:26][CH2:27][OH:28]>C(Cl)Cl.[Si]([O-])([O-])([O-])[O-].[Ag+].[Ag+].[Ag+].[Ag+]>[C:1]([O:4][C@H:5]1[C@@H:10]([O:11][C:12](=[O:14])[CH3:13])[C@@H:9]([CH2:15][O:16][C:17](=[O:19])[CH3:18])[O:8][C@@H:7]([O:28][CH2:27][CH2:26][Si:25]([CH3:30])([CH3:29])[CH3:24])[C@@H:6]1[N:21]=[N+:22]=[N-:23])(=[O:3])[CH3:2] |f:3.4.5.6.7|. Reported procedure: 3,4,6-Tri-O-acetyl-2-azido-2-deoxy-α-D-galactopyranosyl bromide (6 g, 15.2 mmol), 2-(trimethylsilyl)-ethanol (2.7 g, 22.8 mmol) and powdered molecular sieves 4 Å (14.6 g) in dry CH2Cl2 (100 ml) was stirred under N2 for 1 h. Silver silicate (369) was added. After 20 min. stirring, the reaction mixture was filtered through celite and the filtrate was evaporated to dryness. Column chromatography (heptane-EtOAc 3:1) of the residue gave 23 (5.11 g, 78%) as a syrup. [α]D25 -18° (c 1, CHCl3). The reactants are ClC1=C2C(=NC(=C1)C)C=NN2 (7-Chloro-5-methyl-1H-pyrazolo(4,3-b)pyridine), C(=O)(C(F)(F)F)O (CF3COOH). Run in N1CCCCC1 (piperidine). The product is CC1=CC(=C2C(=N1)C=NN2)N2CCCCC2 (5-Methyl-7-piperidino-1H-pyrazolo(4,3-b)pyridine). RXN SMILES: Cl[C:2]1[CH:7]=[C:6]([CH3:8])[N:5]=[C:4]2[CH:9]=[N:10][NH:11][C:3]=12.[C:12](O)([C:14](F)(F)F)=O>N1CCCCC1>[CH3:8][C:6]1[N:5]=[C:4]2[CH:9]=[N:10][NH:11][C:3]2=[C:2]([N:5]2[CH2:14][CH2:12][CH2:2][CH2:3][CH2:4]2)[CH:7]=1. Procedure: 7-Chloro-5-methyl-1H-pyrazolo(4,3-b)pyridine (1 g) and piperidine (10 ml) were heated under reflux for 24 h. The piperidine was removed in vacuo to yield a pale yellow solid which was washed with water to yield the piperidino-compound (1 g, 78%), Crystallisation from ethanol-water gave pale yellow crystals, m.p. 244°. Found: C, 66.5; H, 7.55.; N, 25.7. C12H16N4 requires C, 66.6; H, 7.5; N, 25.9%), νmax 2660-2200 (broad), 2000-1800 (broad), 1540, 1430, 1355, 1290, 1210, 1020, 980, 810 and 760 cm-... Starting materials: C(C)(C)N(CC)C(C)C (diisopropylethylamine), Cl.N1CC(C1)C(=O)OCC (ethyl azetidine-3-carboxylate hydrochloride), ClC=1OC=2C(N1)=C(C(=C(C2F)C2=CC=CC=C2)C)C#N (2-Chloro-7-fluoro-5-methyl-6-phenyl-1,3-benzoxazole-4-cabonitrile). The solvent is ClCCl (dichloromethane), ClCCl (dichloromethane). The product is C(#N)C1=C(C(=C(C2=C1N=C(O2)N2CC(C2)C(=O)OCC)F)C2=CC=CC=C2)C (Ethyl 1-(4-cyano-7-fluoro-5-methyl-6-phenyl-1,3-benzoxazol-2-yl)azetidine-3-carboxylate). RXN SMILES: Cl[C:2]1[O:3][C:4]2[C:5](=[C:7]([C:19]#[N:20])[C:8]([CH3:18])=[C:9]([C:12]3[CH:17]=[CH:16][CH:15]=[CH:14][CH:13]=3)[C:10]=2[F:11])[N:6]=1.C(N(C(C)C)CC)(C)C.Cl.[NH:31]1[CH2:34][CH:33]([C:35]([O:37][CH2:38][CH3:39])=[O:36])[CH2:32]1>ClCCl>[C:19]([C:7]1[C:5]2[N:6]=[C:2]([N:31]3[CH2:34][CH:33]([C:35]([O:37][CH2:38][CH3:39])=[O:36])[CH2:32]3)[O:3][C:4]=2[C:10]([F:11])=[C:9]([C:12]2[CH:17]=[CH:16][CH:15]=[CH:14][CH:13]=2)[C:8]=1[CH3:18])#[N:20] |f:2.3|. Procedure details: 2-Chloro-7-fluoro-5-methyl-6-phenyl-1,3-benzoxazole-4-cabonitrile (I-130) (0.45 g, 1.57 mmol) was dissolved in dichloromethane (15 ml), then diisopropylethylamine (0.6 ml, 3.53 mmol) and ethyl azetidine-3-carboxylate hydrochloride (I-147) (0.55 g) were added. After heated under reflux for 3 hours, this was diluted with dichloromethane. After washing with water and drying over anhydrous sodium sulfate, the solvent was evaporated away under reduced pressure, and the resulting residue was purified ... As a reaction SMILES: [CH2:1]([c:2]1[cH:3][cH:4][cH:5][cH:6][cH:7]1)[O:8][NH:9][C:10]([CH2:11][CH:12]([CH2:13][CH2:14][CH2:15][CH:16]1[CH2:17][CH2:18][CH2:19][CH2:20][CH2:21]1)[c:22]1[o:23][c:24]([CH3:35])[c:25]([C:27](=[O:28])[NH:29][CH2:30][CH2:31][N:32]([CH3:33])[CH3:34])[n:26]1)=[O:36].[CH3:41][CH2:42][OH:43].[CH:37]([O-:38])=[O:39].[NH4+:40].[Pd:44]>>[OH:8][NH:9][C:10]([CH2:11][CH:12]([CH2:13][CH2:14][CH2:15][CH:16]1[CH2:17][CH2:18][CH2:19][CH2:20][CH2:21]1)[c:22]1[o:23][c:24]([CH3:35])[c:25]([C:27](=[O:28])[NH:29][CH2:30][CH2:31][N:32]([CH3:33])[CH3:34])[n:26]1)=[O:36]. Product: Cc1oc(C(CCCC2CCCCC2)CC(=O)NO)nc1C(=O)NCCN(C)C. Starting materials: Cc1oc(C(CCCC2CCCCC2)CC(=O)NOCc2ccccc2)nc1C(=O)NCCN(C)C, CCO, O=C[O-], [NH4+], [Pd]. Reactants: CC(=O)OCC1OC(OC(C)=O)C(OC(C)=O)C(OC(C)=O)C1OC(C)=O, C[Si](C)(C)N=[N+]=[N-], ClCCl, Cl[Sn](Cl)(Cl)Cl. The product is CC(=O)OCC1OC(N=[N+]=[N-])C(OC(C)=O)C(OC(C)=O)C1OC(C)=O. As a reaction SMILES: [C:1]([O:2][CH:5]1[CH:6]([O:7][C:8]([CH3:9])=[O:10])[CH:11]([O:12][C:13]([CH3:14])=[O:15])[CH:16]([O:17][C:18]([CH3:19])=[O:20])[CH:21]([CH2:23][O:24][C:25]([CH3:26])=[O:27])[O:22]1)(=[O:3])[CH3:4].[CH3:28][Si:29]([CH3:30])([CH3:31])[N:32]=[N+:33]=[N-:34].[Cl:40][CH2:41][Cl:42].[Sn:35]([Cl:36])([Cl:37])([Cl:38])[Cl:39]>>[CH:5]1([N:32]=[N+:33]=[N-:34])[CH:6]([O:7][C:8]([CH3:9])=[O:10])[CH:11]([O:12][C:13]([CH3:14])=[O:15])[CH:16]([O:17][C:18]([CH3:19])=[O:20])[CH:21]([CH2:23][O:24][C:25]([CH3:26])=[O:27])[O:22]1.